From a dataset of the Open Reaction Database (ORD), a public repository of structured organic reaction records. describe an organic reaction: reactants, conditions, products, and yield Starting materials: ClC1=C(C(=O)OC)C=CC=C1C(C)(C)C#N (methyl 2-chloro-3-(1-cyano-1-methylethyl)benzoate), CO (methanol), O (water), O.[OH-].[Li+] (lithium hydroxide-monohydrate). The solvent is O1CCCC1 (tetrahydrofuran). Conditions: time 2 hour. Product: ClC1=C(C(=O)O)C=CC=C1C(C)(C)C#N (2-chloro-3-(1-cyano-1-methylethyl)benzoic acid). The yield is 91.1%. As a reaction SMILES: [Cl:1][C:2]1[C:11]([C:12]([C:15]#[N:16])([CH3:14])[CH3:13])=[CH:10][CH:9]=[CH:8][C:3]=1[C:4]([O:6]C)=[O:5].CO.O.O.[OH-].[Li+]>O1CCCC1>[Cl:1][C:2]1[C:11]([C:12]([C:15]#[N:16])([CH3:14])[CH3:13])=[CH:10][CH:9]=[CH:8][C:3]=1[C:4]([OH:6])=[O:5] |f:3.4.5|. Procedure: To a solution of methyl 2-chloro-3-(1-cyano-1-methylethyl)benzoate (1.67 g, 7.02 mmol) in tetrahydrofuran (24 mL)/methanol (8 mL)/water (8 mL) was added lithium hydroxide-monohydrate (501 mg, 11.9 mmol), and the mixture was stirred at room temperature for 2 hr. The reaction mixture was concentrated under reduced pressure, and 6N hydrochloric acid (2.8 mL) was added dropwise to the residue. The precipitate was collected by filtration, and washed with water to give the title compound (1.43 g, 91%)... Reactants: C(C1=CC=CC=C1)OC(=O)[C@H]1N(CCC1)C(CNC(=O)OC(C)(C)C)=O ((S)-1-(2-tert-butoxycarbonylamino-acetyl)-pyrrolidine-2-carboxylic acid benzyl ester), C(C)(C)(C)OC(=O)N[C@@H](C(=O)N1[C@@H](CCC1)C(=O)O)C1=CC=CC=C1 ((S,R)-1-(2-tert-butoxycarbonylamino-2-phenylacetyl)-pyrrolidine-2-carboxylic acid). The product is C(C)(C)(C)OC(=O)NCC(=O)N1[C@@H](CCC1)C(=O)O ((S)-1-(2-tert-butoxycarbonylamino-acetyl)-pyrrolidine-2-carboxylic acid). Reaction SMILES: C([O:8][C:9]([C@@H:11]1[CH2:15][CH2:14][CH2:13][N:12]1[C:16](=[O:26])[CH2:17][NH:18][C:19]([O:21][C:22]([CH3:25])([CH3:24])[CH3:23])=[O:20])=[O:10])C1C=CC=CC=1.C(OC(N[C@H](C1C=CC=CC=1)C(N1CCC[C@H]1C(O)=O)=O)=O)(C)(C)C>>[C:22]([O:21][C:19]([NH:18][CH2:17][C:16]([N:12]1[CH2:13][CH2:14][CH2:15][C@H:11]1[C:9]([OH:10])=[O:8])=[O:26])=[O:20])([CH3:25])([CH3:23])[CH3:24]. Reported procedure: Compound 27 was synthesized from compound 26, following the procedure as described for compound 3a, as a white solid. MS (ESI, EI−) m/z=271 (MH−). Reactants: [Br-], COc1c(Br)cc(C(=O)N2CCOc3ncc(-c4cccc(CF)c4)cc32)cc1Br, C1CNCCN1, CN(C)C=O, [Li+]. Yields the product O=C(c1cc(Br)c(O)c(Br)c1)N1CCOc2ncc(-c3cccc(CF)c3)cc21. Reaction SMILES: [Br-:32].[Br:1][c:2]1[cH:3][c:4]([C:11](=[O:12])[N:13]2[c:14]3[c:15]([n:19][cH:20][c:21](-[c:23]4[cH:24][c:25]([CH2:29][F:30])[cH:26][cH:27][cH:28]4)[cH:22]3)[O:16][CH2:17][CH2:18]2)[cH:5][c:6]([Br:10])[c:7]1[O:8][CH3:9].[CH2:33]1[NH:34][CH2:35][CH2:36][NH:37][CH2:38]1.[CH:39]([N:40]([CH3:41])[CH3:42])=[O:43].[Li+:31]>>[Br:1][c:2]1[cH:3][c:4]([C:11](=[O:12])[N:13]2[c:14]3[c:15]([n:19][cH:20][c:21](-[c:23]4[cH:24][c:25]([CH2:29][F:30])[cH:26][cH:27][cH:28]4)[cH:22]3)[O:16][CH2:17][CH2:18]2)[cH:5][c:6]([Br:10])[c:7]1[OH:8]. The reactants are ClC1=C(C(=C(C(=C1OC([C@H]1NC(CC1)=O)=O)Cl)Cl)Cl)Cl (L-pyroglutamic acid pentachlorophenyl ester), C(CCC)N (n-butyl amine). The solvent is O1CCCC1 (tetrahydrofurane). Yields the product C(CCC)NC([C@H]1NC(CC1)=O)=O (L-pyroglutamic acid n-butyl amide). Reaction SMILES: ClC1C(O[C:9](=[O:16])[C@@H:10]2[CH2:14][CH2:13][C:12](=[O:15])[NH:11]2)=C(Cl)C(Cl)=C(Cl)C=1Cl.[CH2:21]([NH2:25])[CH2:22][CH2:23][CH3:24]>O1CCCC1>[CH2:21]([NH:25][C:9](=[O:16])[C@@H:10]1[CH2:14][CH2:13][C:12](=[O:15])[NH:11]1)[CH2:22][CH2:23][CH3:24]. Procedure: 7.5 g (20 mmols) of L-pyroglutamic acid pentachlorophenyl ester and 1.75 g (2.4 mmols) of n-butyl amine were stirred in 100 ml of tetrahydrofurane for 5 hours. The solvent was distilled off. The residue was dissolved in methanol and treatment with strongly basic and then with strongly acidic ion exchangers followed. After filtration, methanol was distilled off. The oily residue was dissolved and precipitated with petroleum ether. After a prolonged period of time, the product, which has precipita... Starting materials: FC1=CC=C(C=C1)CN (1-(4-fluorophenyl)methanamine), C(C)(=O)O (Acetic acid), F[B-](F)(F)F.N1(N=NC2=C1C=CC=C2)OC(=[N+](C)C)N(C)C (N-[(1H-1,2,3-benzotriazol-1-yloxy)(dimethylamino)methylene]-N-methylmethanaminium tetrafluoroborate), C(C)N(C(C)C)C(C)C (N-ethyl-N,N-diisopropylamine). The solvent is CN(C)C=O (DMF), CCOC(=O)C (EtOAc). Conditions: temperature 0 celsius, time 2 hour. Product: FC1=CC=C(CNC(C)=O)C=C1 (N-(4-fluorobenzyl)acetamide). Yield: 40.6%. Reaction SMILES: [C:1]([OH:4])(=O)[CH3:2].[F:5][C:6]1[CH:11]=[CH:10][C:9]([CH2:12][NH2:13])=[CH:8][CH:7]=1.F[B-](F)(F)F.N1(OC(N(C)C)=[N+](C)C)C2C=CC=CC=2N=N1.C(N(C(C)C)C(C)C)C>CN(C=O)C.CCOC(C)=O>[F:5][C:6]1[CH:11]=[CH:10][C:9]([CH2:12][NH:13][C:1](=[O:4])[CH3:2])=[CH:8][CH:7]=1 |f:2.3|. Procedure details: Acetic acid (1.321 g, 22.000 mmol) was dissolved in DMF (10 ml), 1-(4-fluorophenyl)methanamine (2.478 g, 19.800 mmol) was added and the mixture was cooled to 0° C. N-[(1H-1,2,3-benzotriazol-1-yloxy)(dimethylamino)methylene]-N-methylmethanaminium tetrafluoroborate (7.770 g, 24.200 mmol) and N-ethyl-N,N-diisopropylamine (5.971 g, 46.200 mmol) was added. The solution was stirred for two hours at room temperature. EtOAc (20 ml) was added and the organic phase was washed with Na2CO3 (3×20 ml, aq) and...